From a dataset of the Open Reaction Database (ORD), a public repository of structured organic reaction records. describe an organic reaction: reactants, conditions, products, and yield Reactants: B (Borane), BrC1=CC2=C(OC3=C([C@@H]4N2C(CC[C@H]4NC(OC)=O)=O)C=CC(=C3)F)C=C1F (methyl (±)-(cis)-(7-bromo-8,12-difluoro-1,3,4,14b-tetrahydro-4-oxo-2H-dibenzo[b,f]pyrido[1,2-d][1,4]oxazepin-1-yl)carbamate), O (water). Solvent: C(C)(=O)OCC (ethyl acetate), C1CCOC1 (THF). Reaction conditions: temperature 30 celsius, time 1 hour. Product: BrC1=CC2=C(OC3=C([C@@H]4N2CCC[C@H]4NC(OC)=O)C=CC(=C3)F)C=C1F (methyl (±)-(cis)-(7-bromo-8,12-difluoro-1,3,4,14b-tetrahydro-2H-dibenzo [b,f]pyrido[1,2-d][1,4]oxazepin-1-yl)carbamate). Isolated yield 99.5%. Reaction SMILES: B.[Br:2][C:3]1[C:28]([F:29])=[CH:27][C:6]2[O:7][C:8]3[CH:25]=[C:24]([F:26])[CH:23]=[CH:22][C:9]=3[C@H:10]3[C@H:15]([NH:16][C:17](=[O:20])[O:18][CH3:19])[CH2:14][CH2:13][C:12](=O)[N:11]3[C:5]=2[CH:4]=1.O>C1COCC1.C(OCC)(=O)C>[Br:2][C:3]1[C:28]([F:29])=[CH:27][C:6]2[O:7][C:8]3[CH:25]=[C:24]([F:26])[CH:23]=[CH:22][C:9]=3[C@H:10]3[C@H:15]([NH:16][C:17](=[O:20])[O:18][CH3:19])[CH2:14][CH2:13][CH2:12][N:11]3[C:5]=2[CH:4]=1. Procedure details: Borane (1.0 M in THF, 38.3 mL, 38.3 mmol) was added dropwise to a stirred solution of methyl (±)-(cis)-(7-bromo-8,12-difluoro-1,3,4,14b-tetrahydro-4-oxo-2H-dibenzo[b,f]pyrido[1,2-d][1,4]oxazepin-1-yl)carbamate (38.2 mmol) in THF (200 mL). The resulting mixture was stirred at 30° C. for 1 h. Subsequently, water was added dropwise until evolution of gas ceased. The resulting mixture was stirred for 1 h and then diluted with ethyl acetate (300 mL) and washed with brine. After drying (Na2SO4) the so... Reactants: OC=1C=NC(=NC1)C1=CC=C(C=C1)OCCCOCC(F)(F)OC(C(OC(C(C(C(F)(F)F)(F)F)(F)F)(F)F)(F)F)(F)F (5-hydroxy-2-[4-(3-(2-(2-(nonafluorobutoxy)tetrafluoroethoxy)-2,2-difluoroethoxy)propoxy)phenyl]pyrimidine), BrCCOCCOCCCC (1-bromo-2-(2-butoxyethoxy)ethane). Procedure: The title compound was prepared essentially as in Example 1 by combining 5-hydroxy-2-[4-(3-(2-(2-(nonafluorobutoxy)tetrafluoroethoxy)-2,2-difluoroethoxy)propoxy)phenyl]pyrimidine (1.22 g, 1.85 mmol, Example 10) and 1-bromo-2-(2-butoxyethoxy)ethane (0.81 g, 3.62 mmol). The resulting crude product was isolated and further purified essentially as described in Example 3, eluting with 30 volume percent ethyl acetate/hexane, to yield 1.13 g of purified product. Reaction SMILES: [OH:1][C:2]1[CH:3]=[N:4][C:5]([C:8]2[CH:13]=[CH:12][C:11]([O:14][CH2:15][CH2:16][CH2:17][O:18][CH2:19][C:20]([O:23][C:24]([F:43])([F:42])[C:25]([F:41])([F:40])[O:26][C:27]([F:39])([F:38])[C:28]([F:37])([F:36])[C:29]([F:35])([F:34])[C:30]([F:33])([F:32])[F:31])([F:22])[F:21])=[CH:10][CH:9]=2)=[N:6][CH:7]=1.Br[CH2:45][CH2:46][O:47][CH2:48][CH2:49][O:50][CH2:51][CH2:52][CH2:53][CH3:54]>>[CH2:51]([O:50][CH2:49][CH2:48][O:47][CH2:46][CH2:45][O:1][C:2]1[CH:7]=[N:6][C:5]([C:8]2[CH:9]=[CH:10][C:11]([O:14][CH2:15][CH2:16][CH2:17][O:18][CH2:19][C:20]([O:23][C:24]([F:43])([F:42])[C:25]([F:40])([F:41])[O:26][C:27]([F:38])([F:39])[C:28]([F:36])([F:37])[C:29]([F:34])([F:35])[C:30]([F:31])([F:32])[F:33])([F:22])[F:21])=[CH:12][CH:13]=2)=[N:4][CH:3]=1)[CH2:52][CH2:53][CH3:54]. Product: C(CCC)OCCOCCOC=1C=NC(=NC1)C1=CC=C(C=C1)OCCCOCC(F)(F)OC(C(OC(C(C(C(F)(F)F)(F)F)(F)F)(F)F)(F)F)(F)F (5-(2-(2-(Butoxy)ethoxy)ethoxy)-2-[4-(3-(2-(2-(nonafluorobutoxy)tetrafluoroethoxy)-2,2-difluoroethoxy)propoxy)phenyl]pyrimidine). The reactants are S(=O)(Cl)Cl (thionyl chloride), BrCCCCCCCC(=O)O (8-Bromooctanoic acid), CN(C)C=O (DMF). Run in C(Cl)Cl (CH2Cl2). Conditions: time 16 hour. Yields the product BrCCCCCCCC(=O)Cl (8-bromooctanoyl chloride). Yield: 94.9%. As a reaction SMILES: [Br:1][CH2:2][CH2:3][CH2:4][CH2:5][CH2:6][CH2:7][CH2:8][C:9]([OH:11])=O.S(Cl)([Cl:14])=O.CN(C=O)C>C(Cl)Cl>[Br:1][CH2:2][CH2:3][CH2:4][CH2:5][CH2:6][CH2:7][CH2:8][C:9]([Cl:14])=[O:11]. Procedure: 8-Bromooctanoic acid (2 g, 8.90 mmol, 1 equiv) was stirred in CH2Cl2 (15 mL) under N2 atmosphere and thionyl chloride (784 μL, 10.68 mmol, 1.2 equiv) added followed by DMF (few drops). The solution was stirred for 16 h and concentrated in vacuo to give 8-bromooctanoyl chloride (2.04 g, 95%) as a yellow oil which was used without further purification. Thiourea 4 (600 mg, 1.84 mmol, 1 equiv.) was stirred in CH2Cl2 (15 mL) under N2 atmosphere. 8-Bromooctanoyl chloride (532 mg, 2.02 mmol, 1.2 equiv....